Task: describe an organic reaction: reactants, conditions, products, and yield. Dataset: the Open Reaction Database (ORD), a public repository of structured organic reaction records Starting materials: Cl (HCl), BrC1=C(C=C2CCN(C(C2=C1)C(=O)OCC)C(C(=O)N(CCSCC#CC=1SC=CC1)C(C)(C)C)=O)OC (ethyl 7-bromo-2-(2-(tert-butyl-(2-(3-(thiophen-2-yl)prop-2-ynylthio)ethyl)amino)-2-oxoacetyl)-6-methoxy-1,2,3,4-tetrahydroisoquinoline-1-carboxylate), [OH-].[K+] (KOH). As a reaction SMILES: [Br:1][C:2]1[CH:11]=[C:10]2[C:5]([CH2:6][CH2:7][N:8]([C:17](=[O:36])[C:18]([N:20]([C:32]([CH3:35])([CH3:34])[CH3:33])[CH2:21][CH2:22][S:23][CH2:24][C:25]#[C:26][C:27]3[S:28][CH:29]=[CH:30][CH:31]=3)=[O:19])[CH:9]2[C:12]([O:14]CC)=[O:13])=[CH:4][C:3]=1[O:37][CH3:38].[OH-].[K+].Cl>O1CCOCC1.O>[Br:1][C:2]1[CH:11]=[C:10]2[C:5]([CH2:6][CH2:7][N:8]([C:17](=[O:36])[C:18]([N:20]([C:32]([CH3:34])([CH3:35])[CH3:33])[CH2:21][CH2:22][S:23][CH2:24][C:25]#[C:26][C:27]3[S:28][CH:29]=[CH:30][CH:31]=3)=[O:19])[CH:9]2[C:12]([OH:14])=[O:13])=[CH:4][C:3]=1[O:37][CH3:38] |f:1.2|. Procedure: A solution of 505 mg of 9h in 6 ml of dioxane and a solution of 180 mg of KOH in 1 ml of water were mixed and stirred for 3 h at 50° C. The reaction mixture was cooled and diluted with 20 ml of water and acidified to pH 3 by addition of 0.5 N HCl and extracted with ethyl acetate. The extract was once washed with water, dried and concentrated, to provide 480 mg of crude and unstable 91, which was used without further purification directly in the next step. The product is BrC1=C(C=C2CCN(C(C2=C1)C(=O)O)C(C(=O)N(CCSCC#CC=1SC=CC1)C(C)(C)C)=O)OC (7-bromo-2-(2-(tert-butyl-(2-(3-(thiophen-2-yl)prop-2-ynylthio)ethyl)amino)-2-oxoacetyl)-6-methoxy-1,2,3,4-tetrahydroisoquinoline-1-carboxylic acid). Conditions: temperature 50 celsius, time 3 hour. Solvent: O (water), O1CCOCC1 (dioxane), O (water). Reactants: CCO, CNC1CCc2c(ccc(OC)c2OC)C1=O, Cl. Product: CNC1CCc2c(ccc(OC)c2OC)C1, Cl. RXN SMILES: [CH3:19][CH2:20][OH:21].[CH3:2][O:3][c:4]1[c:5]2[c:10]([cH:11][cH:12][c:13]1[O:14][CH3:15])[C:9](=[O:16])[CH:8]([NH:17][CH3:18])[CH2:7][CH2:6]2.[ClH:1]>>[CH3:2][O:3][c:4]1[c:5]2[c:10]([cH:11][cH:12][c:13]1[O:14][CH3:15])[CH2:9][CH:8]([NH:17][CH3:18])[CH2:7][CH2:6]2.[ClH:1]. The reactants are C(=O)(OC)C1=C(C(=CC=2C(CNCCC21)C2=CC=CC=C2)OC)OC (6-carbomethoxy-7,8-dimethoxy-1-phenyl-2,3,4,5-tetrahydro-1H-3-benzazepine), C(=O)O (formic acid), [OH-].[Na+] (sodium hydroxide). Solvent: C=O (formaldehyde). The product is C(=O)(OC)C1=C(C(=CC=2C(CN(CCC21)C)C2=CC=CC=C2)OC)OC (6-carbomethoxy-7,8-dimethoxy-3-methyl-1-phenyl-2,3,4,5-tetrahydro-1H-3-benzazepine). Reaction SMILES: [C:1]([C:5]1[C:15]2[CH2:14][CH2:13][NH:12][CH2:11][CH:10]([C:16]3[CH:21]=[CH:20][CH:19]=[CH:18][CH:17]=3)[C:9]=2[CH:8]=[C:7]([O:22][CH3:23])[C:6]=1[O:24][CH3:25])([O:3][CH3:4])=[O:2].[OH-].[Na+].[CH:28](O)=O>C=O>[C:1]([C:5]1[C:15]2[CH2:14][CH2:13][N:12]([CH3:28])[CH2:11][CH:10]([C:16]3[CH:17]=[CH:18][CH:19]=[CH:20][CH:21]=3)[C:9]=2[CH:8]=[C:7]([O:22][CH3:23])[C:6]=1[O:24][CH3:25])([O:3][CH3:4])=[O:2] |f:1.2|. Reported procedure: A solution of 3.7 g of 6-carbomethoxy-7,8-dimethoxy-1-phenyl-2,3,4,5-tetrahydro-1H-3-benzazepine in 15 ml of formic acid and 10 ml of formaldehyde is refluxed for 18 hours. The reaction mixture is evaporated to dryness, 20 ml of 6N hydrochloric acid is added and the solution is again evaporated to dryness to give a liquid. The latter is treated with 20 ml of 10% sodium hydroxide solution and the mixture is extracted with ether. The dried extract is evaporated to give 6-carbomethoxy-7,8-dimethoxy... Reactants: BrC1=C(SC=C1)C(=O)C1=C(C=CC=C1)OC ((3-bromothien-2-yl) (2-methoxyphenyl)methanone), CNN (methyl hydrazine). Solvent: C(CO)O (ethylene glycol). Run at time 2 hour. Yields the product COC1=C(C=CC=C1)C=1C2=C(N(N1)C)C=CS2 (3-(2-Methoxyphenyl)-1-methyl-1H-thieno[3,2-c]pyrazole). As a reaction SMILES: Br[C:2]1[CH:6]=[CH:5][S:4][C:3]=1[C:7]([C:9]1[CH:14]=[CH:13][CH:12]=[CH:11][C:10]=1[O:15][CH3:16])=O.[CH3:17][NH:18][NH2:19]>C(O)CO>[CH3:16][O:15][C:10]1[CH:11]=[CH:12][CH:13]=[CH:14][C:9]=1[C:7]1[C:3]2[S:4][CH:5]=[CH:6][C:2]=2[N:18]([CH3:17])[N:19]=1. Procedure details: A mixture of (3-bromothien-2-yl) (2-methoxyphenyl)methanone (10 g), methyl hydrazine (10 ml) and ethylene glycol (70 ml) was stirred at 110°-120° C. for two hours under nitrogen. The reaction mixture was then allowed to cool to room temperature, quenched with 125 ml of water and the organics were extracted into a 50:50 ether/ethyl acetate solution. Washing, drying (over anhydrous magnesium sulfate) and then evaporation of the solvents left 10 g of an oil. This oil was passed through a silica gel... Yields the product C(C)(C)(C)OC(=O)[C@H]1[C@@H](CCCC1)N(S(=O)(=O)C1=CC=C(C=C1)OC)CC1=CC=CC=C1 ((trans)-2-[Benzyl-(4-methoxybenzenesulfonyl)amino]-cyclohexanecarboxylic acid t-butyl ester). Reactants: C(C)(C)(C)OC(=O)[C@H]1[C@@H](CCCC1)NS(=O)(=O)C1=CC=C(C=C1)OC ((trans)-2-(4-Methoxybenzenesulfonyl)aminocyclohexanecarboxylic acid t-butyl ester), [H-].[Na+] (sodium hydride), O (water), C(C1=CC=CC=C1)Br (benzyl bromide). Yield: 95.7%. The solvent is CN(C)C=O (DMF). Run at temperature 25 celsius, time 30 minute. As a reaction SMILES: [C:1]([O:5][C:6]([C@@H:8]1[CH2:13][CH2:12][CH2:11][CH2:10][C@H:9]1[NH:14][S:15]([C:18]1[CH:23]=[CH:22][C:21]([O:24][CH3:25])=[CH:20][CH:19]=1)(=[O:17])=[O:16])=[O:7])([CH3:4])([CH3:3])[CH3:2].[H-].[Na+].[CH2:28](Br)[C:29]1[CH:34]=[CH:33][CH:32]=[CH:31][CH:30]=1.O>CN(C=O)C>[C:1]([O:5][C:6]([C@@H:8]1[CH2:13][CH2:12][CH2:11][CH2:10][C@H:9]1[N:14]([CH2:28][C:29]1[CH:34]=[CH:33][CH:32]=[CH:31][CH:30]=1)[S:15]([C:18]1[CH:23]=[CH:22][C:21]([O:24][CH3:25])=[CH:20][CH:19]=1)(=[O:17])=[O:16])=[O:7])([CH3:4])([CH3:3])[CH3:2] |f:1.2|. Procedure: To a solution of 1.146 g (3.1 mmol) of the product from Example 3 in 31 mL of DMF was added 0.137 g (3.42 mmol) of 60% sodium hydride. The resulting mixture was stirred for 30 min at 25° C. and then 0.42 mL (3.50 mmol) of benzyl bromide was added all at once. This reaction mixture was stirred for 10 hr at 55° C. and then poured into water and extracted with ether. The combined organics were washed with water and brine, dried over MgSO4, filtered and concentrated in vacuo to provide a white solid... The reactants are [OH-].[Na+] (sodium hydroxide), O (water), C(C)(C)N1CCC(CC1)OC1=CC=C(C=C1)C1(CCOCC1)C#N (4-[4-(1-isopropylpiperidin-4-yloxy)phenyl]tetrahydropyran-4-carbonitrile), [H-].[H-].[H-].[H-].[Li+].[Al+3] (LiAlH4), O (water). Run in CO (methanol), ClCCl (Dichloromethane), C(C)OCC (diethyl ether). Reaction conditions: temperature 0 celsius, time 30 minute. Yields the product C(C)(C)N1CCC(CC1)OC1=CC=C(C=C1)C1(CCOCC1)CN ((4-{4-[(1-isopropylpiperidin-4-yl)oxy]phenyl}tetrahydro-2H-pyran-4-yl)methylamine). The yield is 102.2%. Reaction SMILES: [CH:1]([N:4]1[CH2:9][CH2:8][CH:7]([O:10][C:11]2[CH:16]=[CH:15][C:14]([C:17]3([C:23]#[N:24])[CH2:22][CH2:21][O:20][CH2:19][CH2:18]3)=[CH:13][CH:12]=2)[CH2:6][CH2:5]1)([CH3:3])[CH3:2].[H-].[H-].[H-].[H-].[Li+].[Al+3].O.[OH-].[Na+]>C(OCC)C.CO.ClCCl>[CH:1]([N:4]1[CH2:9][CH2:8][CH:7]([O:10][C:11]2[CH:16]=[CH:15][C:14]([C:17]3([CH2:23][NH2:24])[CH2:18][CH2:19][O:20][CH2:21][CH2:22]3)=[CH:13][CH:12]=2)[CH2:6][CH2:5]1)([CH3:3])[CH3:2] |f:1.2.3.4.5.6,8.9|. Procedure details: To a stirred solution 4-[4-(1-isopropylpiperidin-4-yloxy)phenyl]tetrahydropyran-4-carbonitrile (2.5 g, 7.62 mmol) in dry diethyl ether (15 ml) at 0° C. was added dropwise a solution of LiAlH4 (1.0M solution in Et2O, 22.87 ml, 22.9 mmol). Reaction stirred at 0° C. for 30 min, then warmed up to ambient temperature overnight under a nitrogen atmosphere until complete. The reaction was cooled to 0° C., water (0.9 ml) was added dropwise followed by sodium hydroxide (2.0M, 0.9 ml) and water (2.7 ml). ...